From a dataset of the Open Reaction Database (ORD), a public repository of structured organic reaction records. describe an organic reaction: reactants, conditions, products, and yield The reactants are OC[C@H]1[C@@H](CC(C1)=O)C1=CC=CC=C1 ((+)-trans-1-hydroxymethyl-4-oxo-2-phenylcyclopentane), [Si](C)(C)(C(C)(C)C)Cl (t-butyldimethylsilyl chloride), CCN(C(C)C)C(C)C (DIPEA), Cl (HCl). The solvent is C(Cl)Cl (methylene chloride). Run at time 16 hour. The product is [Si](C)(C)(C(C)(C)C)OC[C@H]1[C@@H](CC(C1)=O)C1=CC=CC=C1 ((+)-trans-1-t-butyldimethylsilyloxymethyl-4-oxo-2-phenylcyclopentane). Isolated yield 129.3%. RXN SMILES: [OH:1][CH2:2][C@@H:3]1[CH2:7][C:6](=[O:8])[CH2:5][C@H:4]1[C:9]1[CH:14]=[CH:13][CH:12]=[CH:11][CH:10]=1.[Si:15](Cl)([C:18]([CH3:21])([CH3:20])[CH3:19])([CH3:17])[CH3:16].CCN(C(C)C)C(C)C.Cl>C(Cl)Cl>[Si:15]([O:1][CH2:2][C@@H:3]1[CH2:7][C:6](=[O:8])[CH2:5][C@H:4]1[C:9]1[CH:14]=[CH:13][CH:12]=[CH:11][CH:10]=1)([C:18]([CH3:21])([CH3:20])[CH3:19])([CH3:17])[CH3:16]. Reported procedure: To a solution of (+)-trans-1-hydroxymethyl-4-oxo-2-phenylcyclopentane from Example 8, Step F (3.3 g, 16 mmol) in methylene chloride (100 mL) was added t-butyldimethylsilyl chloride (11 g, 49 mmol) and DIPEA (22 mL, 74 mmol). The reaction was stirred at rt for 16 h, poured into dilute aq. HCl and extracted twice with ether. The organic layers were washed with brine, dried over sodium sulfate, combined and concentrated. The residue was purified by FC (5% ethyl acetate in hexanes) to afford of (+)-... The reactants are Cc1ccc2[nH]cc(C#N)c(=O)c2n1, O=P(Cl)(Cl)Cl. Product: Cc1ccc2ncc(C#N)c(Cl)c2n1. RXN SMILES: [CH3:1][c:2]1[n:3][c:4]2[c:5](=[O:14])[c:6]([C:12]#[N:13])[cH:7][nH:8][c:9]2[cH:10][cH:11]1.[P:15]([Cl:16])([Cl:17])([Cl:18])=[O:19]>>[CH3:1][c:2]1[n:3][c:4]2[c:5]([Cl:17])[c:6]([C:12]#[N:13])[cH:7][n:8][c:9]2[cH:10][cH:11]1. The reactants are [BH4-], CCO, [Cl-], Cn1ccc2c1C(=O)CCN(CCCN1CCN(c3ccc(F)cc3)CC1)S2(=O)=O, [NH4+], [Na+], [Na+], O=C([O-])O. Yields the product Cn1ccc2c1C(O)CCN(CCCN1CCN(c3ccc(F)cc3)CC1)S2(=O)=O. RXN SMILES: [BH4-:31].[CH3:40][CH2:41][OH:42].[Cl-:33].[F:1][c:2]1[cH:3][cH:4][c:5]([N:8]2[CH2:9][CH2:10][N:11]([CH2:14][CH2:15][CH2:16][N:17]3[S:18](=[O:29])(=[O:30])[c:19]4[c:20]([n:25]([CH3:28])[cH:26][cH:27]4)[C:21](=[O:24])[CH2:22][CH2:23]3)[CH2:12][CH2:13]2)[cH:6][cH:7]1.[NH4+:34].[Na+:32].[Na+:35].[OH:36][C:37](=[O:38])[O-:39]>>[F:1][c:2]1[cH:3][cH:4][c:5]([N:8]2[CH2:9][CH2:10][N:11]([CH2:14][CH2:15][CH2:16][N:17]3[S:18](=[O:29])(=[O:30])[c:19]4[c:20]([n:25]([CH3:28])[cH:26][cH:27]4)[CH:21]([OH:24])[CH2:22][CH2:23]3)[CH2:12][CH2:13]2)[cH:6][cH:7]1. Starting materials: c1ccc(CN2CCN(c3nccc4ccccc34)CC2)cc1, CO, O=C[O-], [NH4+]. The product is c1ccc2c(N3CCNCC3)nccc2c1. Reaction SMILES: [CH2:5]([c:6]1[cH:7][cH:8][cH:9][cH:10][cH:11]1)[N:12]1[CH2:13][CH2:14][N:15]([c:18]2[n:19][cH:20][cH:21][c:22]3[cH:23][cH:24][cH:25][cH:26][c:27]23)[CH2:16][CH2:17]1.[CH3:28][OH:29].[CH:1]([O-:2])=[O:3].[NH4+:4]>>[NH:12]1[CH2:13][CH2:14][N:15]([c:18]2[n:19][cH:20][cH:21][c:22]3[cH:23][cH:24][cH:25][cH:26][c:27]23)[CH2:16][CH2:17]1.